From a dataset of the Open Reaction Database (ORD), a public repository of structured organic reaction records. describe an organic reaction: reactants, conditions, products, and yield The reactants are O=C([O-])[O-], FC(F)(F)Cc1nc2cc(Cl)c(Cl)cc2[nH]1, FC(F)(F)Oc1cccc(CBr)c1, [K+], [K+], CN(C)C=O. Yields the product FC(F)(F)Cc1nc2cc(Cl)c(Cl)cc2n1Cc1cccc(OC(F)(F)F)c1. RXN SMILES: [C:17](=[O:18])([O-:19])[O-:20].[Cl:1][c:2]1[cH:3][c:4]2[c:5]([nH:6][c:7]([CH2:9][C:10]([F:11])([F:12])[F:13])[n:8]2)[cH:14][c:15]1[Cl:16].[F:23][C:24]([O:25][c:26]1[cH:27][c:28]([CH2:29][Br:30])[cH:31][cH:32][cH:33]1)([F:34])[F:35].[K+:21].[K+:22].[O:36]=[CH:37][N:38]([CH3:39])[CH3:40]>>[Cl:1][c:2]1[cH:3][c:4]2[c:5]([n:6][c:7]([CH2:9][C:10]([F:11])([F:12])[F:13])[n:8]2[CH2:29][c:28]2[cH:27][c:26]([O:25][C:24]([F:23])([F:34])[F:35])[cH:33][cH:32][cH:31]2)[cH:14][c:15]1[Cl:16]. Run at temperature -78 celsius, time 20 minute. Run in C1CCOC1 (THF), CCOCC (ether), C1CCOC1 (THF). Yields the product COC1=CC=C(C=N1)C1(CCC2(OCCO2)CC1)O (8-(6-Methoxy-pyridin-3-yl)-1,4-dioxa-spiro[4.5]decan-8-ol). Procedure details: A solution of 5-bromo-2-methoxy-pyridine (Aldrich, 5.0 g, 26.6 mmol) in THF or ether (30 mL) at −78° C. was treated with n-BuLi (2.5 M in hexanes, 12 mL, 30 mmol) dropped slowly over 10 min. The reaction was stirred for an additional 20 min. at −78° C. A solution of 1,4-dioxa-spiro[4.5]decan-8-one (Aldrich, 4.37 g, 28 mmol) in THF (10 mL) was slowly dropped into the reaction. After addition, the reaction was stirred for an additional 2 hours at −78° C. The reaction was then quenched with water a... RXN SMILES: Br[C:2]1[CH:3]=[CH:4][C:5]([O:8][CH3:9])=[N:6][CH:7]=1.[Li]CCCC.[O:15]1[C:19]2([CH2:24][CH2:23][C:22](=[O:25])[CH2:21][CH2:20]2)[O:18][CH2:17][CH2:16]1>C1COCC1.CCOCC>[CH3:9][O:8][C:5]1[N:6]=[CH:7][C:2]([C:22]2([OH:25])[CH2:23][CH2:24][C:19]3([O:18][CH2:17][CH2:16][O:15]3)[CH2:20][CH2:21]2)=[CH:3][CH:4]=1. Reactants: BrC=1C=CC(=NC1)OC (5-bromo-2-methoxy-pyridine), [Li]CCCC (n-BuLi), O1CCOC12CCC(CC2)=O (1,4-dioxa-spiro[4.5]decan-8-one).